Dataset: the Open Reaction Database (ORD), a public repository of structured organic reaction records. Task: describe an organic reaction: reactants, conditions, products, and yield The reactants are ClC1=CC=C(C=C1)C[C@H](C(=O)N1C[C@@H](N(CC1)C=1C2=C(N=CN1)CS[C@H]2C)C)NC(OC(C)(C)C)=O (tert-Butyl (R)-3-(4-chlorophenyl)-1-((S)-3-methyl-4-((S)-5-methyl-5,7-dihydrothieno[3,4-d]pyrimidin-4-yl)piperazin-1-yl)-1-oxopropan-2-ylcarbamate), Cl (HCl). The solvent is C(Cl)Cl (DCM). Yields the product Cl.Cl.N[C@@H](C(=O)N1C[C@@H](N(CC1)C=1C2=C(N=CN1)CS[C@H]2C)C)CC2=CC=C(C=C2)Cl ((R)-2-amino-3-(4-chlorophenyl)-1-((S)-3-methyl-4-((S)-5-methyl-5,7-dihydrothieno[3,4-d]pyrimidin-4-yl)piperazin-1-yl)propan-1-one dihydrochloride). As a reaction SMILES: [Cl:1][C:2]1[CH:7]=[CH:6][C:5]([CH2:8][C@@H:9]([NH:29]C(=O)OC(C)(C)C)[C:10]([N:12]2[CH2:17][CH2:16][N:15]([C:18]3[C:19]4[C@H:26]([CH3:27])[S:25][CH2:24][C:20]=4[N:21]=[CH:22][N:23]=3)[C@@H:14]([CH3:28])[CH2:13]2)=[O:11])=[CH:4][CH:3]=1.[ClH:37]>C(Cl)Cl>[ClH:1].[ClH:37].[NH2:29][C@H:9]([CH2:8][C:5]1[CH:4]=[CH:3][C:2]([Cl:1])=[CH:7][CH:6]=1)[C:10]([N:12]1[CH2:17][CH2:16][N:15]([C:18]2[C:19]3[C@H:26]([CH3:27])[S:25][CH2:24][C:20]=3[N:21]=[CH:22][N:23]=2)[C@@H:14]([CH3:28])[CH2:13]1)=[O:11] |f:3.4.5|. Procedure: tert-Butyl (R)-3-(4-chlorophenyl)-1-((S)-3-methyl-4-((S)-5-methyl-5,7-dihydrothieno[3,4-d]pyrimidin-4-yl)piperazin-1-yl)-1-oxopropan-2-ylcarbamate was treated with HCl (4M in dioxane, 4 mL) in DCM to afford (R)-2-amino-3-(4-chlorophenyl)-1-((S)-3-methyl-4-((S)-5-methyl-5,7-dihydrothieno[3,4-d]pyrimidin-4-yl)piperazin-1-yl)propan-1-one dihydrochloride. MS (APCI+) [M+H]+ 432. Reactants: O=C(O)COc1ccccc1, Nc1ccc2c(c1)OCCO2. The reagents and catalysts are C1CCN(C1)C(=[N+]2CCCC2)F.F[P-](F)(F)(F)(F)F (BTFFH), CCN(C(C)C)C(C)C (DIPEA). The solvent is CN(C)C=O (DMF), CN(C)C=O (DMF), CN(C)C=O (DMF), CN(C)C=O (DMF), CN(C)C=O (DMF), CN(C)C=O (DMF). Conditions: temperature 25 celsius, time 2 hour. Product: O=C(COc1ccccc1)Nc1ccc2c(c1)OCCO2. The yield is 82.4%. Reaction SMILES: Nc1ccc2c(c1)OCCO2.O=C(O)COc1ccccc1.C1CCN(C1)C(=[N+]2CCCC2)F.F[P-](F)(F)(F)(F)F.CCN(C(C)C)C(C)C.CN(C)C=O>>O=C(COc1ccccc1)Nc1ccc2c(c1)OCCO2.